From a dataset of the Open Reaction Database (ORD), a public repository of structured organic reaction records. describe an organic reaction: reactants, conditions, products, and yield Starting materials: CN1C(C(C2=CC=CC=C12)(C)C)=C (1,3,3-trimethyl-2-methyleneindoline), OC1=C(C2=C(OC3=C2C=CC=C3)C(=C1)N1CCCCC1)N=O (2-hydroxy-1-nitroso-4-piperidinodibenzofuran). The solvent is CO (methanol). Reaction conditions: time 41 hour. Yields the product CN1C2=CC=CC=C2C(C12OC1=C(NC2)C2=C(OC3=C2C=CC=C3)C(=C1)N1CCCCC1)(C)C (1,3,3-trimethyl-6'-piperidinospiro[2H-indole 2,3'-[3H]-[2H-[1,4]benzoxazino [6,5-b]benzofuran]]). Reaction SMILES: [CH3:1][N:2]1[C:10]2[C:5](=[CH:6][CH:7]=[CH:8][CH:9]=2)[C:4]([CH3:12])([CH3:11])[C:3]1=[CH2:13].[OH:14][C:15]1[CH:27]=[C:26]([N:28]2[CH2:33][CH2:32][CH2:31][CH2:30][CH2:29]2)[C:18]2[O:19][C:20]3[CH:25]=[CH:24][CH:23]=[CH:22][C:21]=3[C:17]=2[C:16]=1[N:34]=O>CO>[CH3:1][N:2]1[C:3]2([CH2:13][NH:34][C:16]3[C:17]4[C:21]5[CH:22]=[CH:23][CH:24]=[CH:25][C:20]=5[O:19][C:18]=4[C:26]([N:28]4[CH2:33][CH2:32][CH2:31][CH2:30][CH2:29]4)=[CH:27][C:15]=3[O:14]2)[C:4]([CH3:11])([CH3:12])[C:5]2[C:10]1=[CH:9][CH:8]=[CH:7][CH:6]=2. Procedure details: A mixture of 1,3,3-trimethyl-2-methyleneindoline (0.435 g; 0.0025 mol) and 2-hydroxy-1-nitroso-4-piperidinodibenzofuran (0.675 g; 0.0025 mol) in methanol (25.0 ml) was heated under nitrogen and refluxed with stirring for 41 hours. The solution was evaporated to dryness and chromatographed over silica (eluent: dichloromethane) to yield 1,3,3-trimethyl-6'-piperidinospiro[2H-indole 2,3'-[3H]-[2H-[1,4]benzoxazino [6,5-b]benzofuran]] as an amber oil (0.35 g; 32%), which afforded a pale yellow solid u... Starting materials: CN1CCCC1=O, CCN(C(C)C)C(C)C, Clc1cccc(Cl)n1, Cl, COC(=O)C1CNCC1c1ccc(F)cc1F, O. The product is COC(=O)C1CN(c2cccc(Cl)n2)CC1c1ccc(F)cc1F. Reaction SMILES: [CH3:37][N:38]1[CH2:39][CH2:40][CH2:41][C:42]1=[O:43].[CH:27]([N:28]([CH:29]([CH3:30])[CH3:31])[CH2:32][CH3:33])([CH3:34])[CH3:35].[Cl:19][c:20]1[n:21][c:22]([Cl:26])[cH:23][cH:24][cH:25]1.[ClH:1].[F:2][c:3]1[c:4]([CH:10]2[CH:11]([C:15](=[O:16])[O:17][CH3:18])[CH2:12][NH:13][CH2:14]2)[cH:5][cH:6][c:7]([F:9])[cH:8]1.[OH2:36]>>[F:2][c:3]1[c:4]([CH:10]2[CH:11]([C:15](=[O:16])[O:17][CH3:18])[CH2:12][N:13]([c:22]3[n:21][c:20]([Cl:19])[cH:25][cH:24][cH:23]3)[CH2:14]2)[cH:5][cH:6][c:7]([F:9])[cH:8]1. Reactants: CCOC(C)=O, CO, [Mg], O=C1NC(=O)C(c2cn3c4c(cccc24)CCC3)=C1c1c[nH]c2ccccc12. Product: O=C1NC(=O)C(c2cn3c4c(cccc24)CCC3)C1c1c[nH]c2ccccc12. RXN SMILES: [CH3:30][CH2:31][O:32][C:33](=[O:34])[CH3:35].[CH3:36][OH:37].[Mg:1].[c:2]1([C:14]2=[C:18]([c:19]3[cH:20][nH:21][c:22]4[cH:23][cH:24][cH:25][cH:26][c:27]34)[C:17](=[O:28])[NH:16][C:15]2=[O:29])[cH:3][n:4]2[c:13]3[c:8]([cH:9][cH:10][cH:11][c:12]13)[CH2:7][CH2:6][CH2:5]2>>[c:2]1([CH:14]2[C:15](=[O:29])[NH:16][C:17](=[O:28])[CH:18]2[c:19]2[cH:20][nH:21][c:22]3[cH:23][cH:24][cH:25][cH:26][c:27]23)[cH:3][n:4]2[c:13]3[c:8]([cH:9][cH:10][cH:11][c:12]13)[CH2:7][CH2:6][CH2:5]2.